From a dataset of the Open Reaction Database (ORD), a public repository of structured organic reaction records. describe an organic reaction: reactants, conditions, products, and yield The reactants are Cl (HCl), C(=O)(O)[O-].[Na+] (NaHCO3), C(CCC)N(C(=O)C1=NN(C(=C1)C)C1=C(C=C(C=C1)NS(=O)(=O)C1=CC=CC=C1)C(=O)N1CC2=CC=CC=C2C[C@H]1CO[Si](C)(C)C(C)(C)C)CCCC ((S)—N,N-dibutyl-1-(2-(3-(((tert-butyldimethylsilyl)oxy)methyl)-1,2,3,4-tetrahydroisoquinoline-2-carbonyl)-4-(phenylsulfonamido)phenyl)-5-methyl-1H-pyrazole-3-carboxamide), C(CCC)N(C(=O)C1=NN(C(=C1)C)C1=C(C=C(C=C1)N(S(=O)(=O)C1=CC=CC=C1)S(=O)(=O)C1=CC=CC=C1)C(=O)N1CC2=CC=CC=C2C[C@H]1CO[Si](C)(C)C(C)(C)C)CCCC ((S)—N,N-dibutyl-1-(2-(3-(((tert-butyldimethylsilyl)oxy)methyl)-1,2,3,4-tetrahydroisoquinoline-2-carbonyl)-4-(N-(phenylsulfonyl)phenylsulfonamido)phenyl)-5-methyl-1H-pyrazole-3-carboxamide). Run in C1CCOC1 (THF), O (water). Yields the product C(CCC)N(C(=O)C1=NN(C(=C1)C)C1=C(C=C(C=C1)NS(=O)(=O)C1=CC=CC=C1)C(=O)N1CC2=CC=CC=C2CC1CO)CCCC (N,N-dibutyl-1-(2-(3-(hydroxymethyl)-1,2,3,4-tetrahydroisoquinoline-2-carbonyl)-4-(phenylsulfonamido)phenyl)-5-methyl-1H-pyrazole-3-carboxamide). Reaction SMILES: [CH2:1]([N:5]([CH2:51][CH2:52][CH2:53][CH3:54])[C:6]([C:8]1[CH:12]=[C:11]([CH3:13])[N:10]([C:14]2[CH:19]=[CH:18][C:17]([NH:20][S:21]([C:24]3[CH:29]=[CH:28][CH:27]=[CH:26][CH:25]=3)(=[O:23])=[O:22])=[CH:16][C:15]=2[C:30]([N:32]2[C@H:41]([CH2:42][O:43][Si](C(C)(C)C)(C)C)[CH2:40][C:39]3[C:34](=[CH:35][CH:36]=[CH:37][CH:38]=3)[CH2:33]2)=[O:31])[N:9]=1)=[O:7])[CH2:2][CH2:3][CH3:4].C(N(CCCC)C(C1C=C(C)N(C2C=CC(N(S(C3C=CC=CC=3)(=O)=O)S(C3C=CC=CC=3)(=O)=O)=CC=2C(N2[C@H](CO[Si](C(C)(C)C)(C)C)CC3C(=CC=CC=3)C2)=O)N=1)=O)CCC.Cl.C([O-])(O)=O.[Na+]>C1COCC1.O>[CH2:51]([N:5]([CH2:1][CH2:2][CH2:3][CH3:4])[C:6]([C:8]1[CH:12]=[C:11]([CH3:13])[N:10]([C:14]2[CH:19]=[CH:18][C:17]([NH:20][S:21]([C:24]3[CH:29]=[CH:28][CH:27]=[CH:26][CH:25]=3)(=[O:22])=[O:23])=[CH:16][C:15]=2[C:30]([N:32]2[CH:41]([CH2:42][OH:43])[CH2:40][C:39]3[C:34](=[CH:35][CH:36]=[CH:37][CH:38]=3)[CH2:33]2)=[O:31])[N:9]=1)=[O:7])[CH2:52][CH2:53][CH3:54] |f:3.4|. Procedure: A mixture of (S)—N,N-dibutyl-1-(2-(3-(((tert-butyldimethylsilyl)oxy)methyl)-1,2,3,4-tetrahydroisoquinoline-2-carbonyl)-4-(phenylsulfonamido)phenyl)-5-methyl-1H-pyrazole-3-carboxamide and (S)—N,N-dibutyl-1-(2-(3-(((tert-butyldimethylsilyl)oxy)methyl)-1,2,3,4-tetrahydroisoquinoline-2-carbonyl)-4-(N-(phenylsulfonyl)phenylsulfonamido)phenyl)-5-methyl-1H-pyrazole-3-carboxamide (0.21 g, 0.272 mmol) in THF (2.1 mL) was treated with 3N HCl (0.62 mL) at RT for 10 min. The reaction mixture was diluted wit... The reactants are C(C)(=O)O (Acetic acid), O(C1=CC=CC=C1)CC(=O)NC1[C@@H]2N(C(C(S2)(C)C)C(=O)O)C1=O (6-(2-phenoxyacetamido)-2,2-dimethylpenam-3-carboxylic acid), C(=O)([O-])[O-].C(=O)([O-])[O-].OO.OO.OO.[Na+].[Na+].[Na+].[Na+] (sodium percarbonate), Cl (hydrochloric acid). The reagents and catalysts are O.O.[O-][W](=O)(=O)[O-].[Na+].[Na+] (sodium tungstate dihydrate). Solvent: O (water), O (water). Run at time 2 hour. Product: O(C1=CC=CC=C1)CC(=O)NC1[C@@H]2N(C(C(S2=O)(C)C)C(=O)O)C1=O (6-(2-phenoxyacetamido)-2,2-dimethylpenam-3-carboxylic acid-1-oxide). Reaction SMILES: C(O)(=[O:3])C.[O:5]([CH2:12][C:13]([NH:15][CH:16]1[C:27](=[O:28])[N:18]2[CH:19]([C:24]([OH:26])=[O:25])[C:20]([CH3:23])([CH3:22])[S:21][C@H:17]12)=[O:14])[C:6]1[CH:11]=[CH:10][CH:9]=[CH:8][CH:7]=1.C([O-])([O-])=O.C([O-])([O-])=O.OO.OO.OO.[Na+].[Na+].[Na+].[Na+].Cl>O.O.[O-][W]([O-])(=O)=O.[Na+].[Na+].O>[O:5]([CH2:12][C:13]([NH:15][CH:16]1[C:27](=[O:28])[N:18]2[CH:19]([C:24]([OH:26])=[O:25])[C:20]([CH3:23])([CH3:22])[S:21](=[O:3])[C@H:17]12)=[O:14])[C:6]1[CH:11]=[CH:10][CH:9]=[CH:8][CH:7]=1 |f:2.3.4.5.6.7.8.9.10,12.13.14.15.16|. Procedure details: Acetic acid (10 cc) was added to 6-(2-phenoxyacetamido)-2,2-dimethylpenam-3-carboxylic acid (1.75 g.), and sodium percarbonate (1.89 g.) was added thereto at 10° - 15° C. To the mixture were added water (2 cc) and sodium tungstate dihydrate (120 mg.), and the mixture was stirred for 2 hours. The mixture was acidified to a pH 3 with water (50 cc) and 10% hydrochloric acid. The precipitate was collected by filtration, washed with water and dried to yield crude crystals (1.31 g.) of 6-(2-phenoxyace... Run at temperature 100 celsius, time 8 hour. The reagents and catalysts are C=1C=CC(=CC1)/C=C/C(=O)/C=C/C2=CC=CC=C2.C=1C=CC(=CC1)/C=C/C(=O)/C=C/C2=CC=CC=C2.C=1C=CC(=CC1)/C=C/C(=O)/C=C/C2=CC=CC=C2.[Pd].[Pd] (Pd2(dba)3), C=1C=CC(=CC1)P(C=2C=CC=CC2)C3=CC=C4C=CC=CC4=C3C5=C6C=CC=CC6=CC=C5P(C=7C=CC=CC7)C=8C=CC=CC8 (BINAP). Procedure details: To a solution of 4-[[tris(propan-2-yl)silyl]oxy]aniline (15 g, 56 mmol) in toluene (100 ml) was added 4-bromo-1-nitro-2-(trifluoromethyl)benzene (22.84 g, 84.6 mmol, 1.5 eq.), Pd2(dba)3 (2.34 g, 2.3 mmol, 4 mol %), BINAP (710 mg, 1.1 mmol, 2 mol %) and t-BuONa (10.87 g, 113.2 mmol, 2 eq.). The mixture was stirred under nitrogen overnight at 100° C. (oil bath). The reaction mixture was concentrated under vacuum to give a residue, which was purified by silica gel column chromatography using 10% et... Isolated yield 31.4%. The reactants are CC(C)[Si](OC1=CC=C(N)C=C1)(C(C)C)C(C)C (4-[[tris(propan-2-yl)silyl]oxy]aniline), BrC1=CC(=C(C=C1)[N+](=O)[O-])C(F)(F)F (4-bromo-1-nitro-2-(trifluoromethyl)benzene), C(C)(C)(C)O[Na] (t-BuONa). Yields the product [N+](=O)([O-])C1=C(C=C(NC2=CC=C(C=C2)O[Si](C(C)C)(C(C)C)C(C)C)C=C1)C(F)(F)F (4-nitro-3-(trifluoromethyl)-N-(4-[[tris(propan-2-yl)silyl]oxy]phenyl)aniline). RXN SMILES: [CH3:1][CH:2]([Si:4]([CH:16]([CH3:18])[CH3:17])([CH:13]([CH3:15])[CH3:14])[O:5][C:6]1[CH:12]=[CH:11][C:9]([NH2:10])=[CH:8][CH:7]=1)[CH3:3].Br[C:20]1[CH:25]=[CH:24][C:23]([N+:26]([O-:28])=[O:27])=[C:22]([C:29]([F:32])([F:31])[F:30])[CH:21]=1.C(O[Na])(C)(C)C>C1(C)C=CC=CC=1.C1C=CC(/C=C/C(/C=C/C2C=CC=CC=2)=O)=CC=1.C1C=CC(/C=C/C(/C=C/C2C=CC=CC=2)=O)=CC=1.C1C=CC(/C=C/C(/C=C/C2C=CC=CC=2)=O)=CC=1.[Pd].[Pd].C1C=CC(P(C2C(C3C(P(C4C=CC=CC=4)C4C=CC=CC=4)=CC=C4C=3C=CC=C4)=C3C(C=CC=C3)=CC=2)C2C=CC=CC=2)=CC=1>[N+:26]([C:23]1[CH:24]=[CH:25][C:20]([NH:10][C:9]2[CH:11]=[CH:12][C:6]([O:5][Si:4]([CH:16]([CH3:18])[CH3:17])([CH:2]([CH3:1])[CH3:3])[CH:13]([CH3:15])[CH3:14])=[CH:7][CH:8]=2)=[CH:21][C:22]=1[C:29]([F:30])([F:31])[F:32])([O-:28])=[O:27] |f:4.5.6.7.8|. The solvent is C1(=CC=CC=C1)C (toluene). Starting materials: O=C1CCC(=O)N1Br, O=C(OOC(=O)c1ccccc1)c1ccccc1, ClC(Cl)(Cl)Cl, CCOC(=O)c1c(-c2cccc([N+](=O)[O-])c2)cc(-c2ccccc2)nc1C, O. The product is CCOC(=O)c1c(-c2cccc([N+](=O)[O-])c2)cc(-c2ccccc2)nc1CBr. As a reaction SMILES: [Br:28][N:29]1[C:30](=[O:31])[CH2:32][CH2:33][C:34]1=[O:35].[C:36]([O:37][O:38][C:39](=[O:40])[c:41]1[cH:42][cH:43][cH:44][cH:45][cH:46]1)(=[O:47])[c:48]1[cH:49][cH:50][cH:51][cH:52][cH:53]1.[C:55]([Cl:56])([Cl:57])([Cl:58])[Cl:59].[CH3:1][c:2]1[n:3][c:4](-[c:22]2[cH:23][cH:24][cH:25][cH:26][cH:27]2)[cH:5][c:6](-[c:13]2[cH:14][c:15]([N+:19](=[O:20])[O-:21])[cH:16][cH:17][cH:18]2)[c:7]1[C:8](=[O:9])[O:10][CH2:11][CH3:12].[OH2:54]>>[CH2:1]([c:2]1[n:3][c:4](-[c:22]2[cH:23][cH:24][cH:25][cH:26][cH:27]2)[cH:5][c:6](-[c:13]2[cH:14][c:15]([N+:19](=[O:20])[O-:21])[cH:16][cH:17][cH:18]2)[c:7]1[C:8](=[O:9])[O:10][CH2:11][CH3:12])[Br:28]. The reactants are O1C=CC=C1 (furan), C1(C=CC(N1)=O)=O (maleimide), ( 4 ). Product: C12C3C(NC(C3C(CC1)O2)=O)=O (10-Oxa-4-azatricyclo[5.2.1.02,6] decane-3,5-dione). RXN SMILES: [O:1]1[CH:5]=[CH:4][CH:3]=[CH:2]1.[C:6]1(=[O:12])[NH:10][C:9](=[O:11])[CH:8]=[CH:7]1>>[CH:2]12[O:1][CH:5]([CH2:4][CH2:3]1)[CH:8]1[CH:7]2[C:6](=[O:12])[NH:10][C:9]1=[O:11]. Reported procedure: This compound can be obtained by Diels-Alder reaction of furan with maleimide, for example in analogy to Fisera, L., Melnikov, J., Pronayova, N., Ertl, P., Chem. Pap. 1995, 49 (4), 186–191. Reactants: [Ca+2], O=C(Cl)CCl, Cl, Nc1ccc2ccccc2c1O, O=C([O-])[O-], C1COCCO1. The product is O=C(CCl)Nc1ccc2ccccc2c1O. Reaction SMILES: [Ca+2:19].[Cl:1][CH2:2][C:3](=[O:4])[Cl:5].[ClH:6].[NH2:7][c:8]1[c:9]([OH:18])[c:10]2[cH:11][cH:12][cH:13][cH:14][c:15]2[cH:16][cH:17]1.[O-:20][C:21](=[O:22])[O-:23].[O:24]1[CH2:25][CH2:26][O:27][CH2:28][CH2:29]1>>[Cl:1][CH2:2][C:3](=[O:4])[NH:7][c:8]1[c:9]([OH:18])[c:10]2[cH:11][cH:12][cH:13][cH:14][c:15]2[cH:16][cH:17]1.